Dataset: the Open Reaction Database (ORD), a public repository of structured organic reaction records. Task: describe an organic reaction: reactants, conditions, products, and yield Reaction SMILES: [C:12](=[O:13])([O-:14])[O-:15].[C:18]([CH3:19])([CH3:20])([CH3:21])[O:22][C:23](=[O:24])[N:25]1[CH2:26][CH2:27][C:28](=[O:31])[CH2:29][CH2:30]1.[C:1](#[N:2])[CH2:3][P:4](=[O:5])([O:6][CH2:7][CH3:8])[O:9][CH2:10][CH3:11].[CH2:32]1[O:33][CH2:34][CH2:35][CH2:36]1.[K+:16].[K+:17]>>[C:1](#[N:2])[CH:3]=[C:28]1[CH2:27][CH2:26][N:25]([C:23]([O:22][C:18]([CH3:19])([CH3:20])[CH3:21])=[O:24])[CH2:30][CH2:29]1. Product: CC(C)(C)OC(=O)N1CCC(=CC#N)CC1. Starting materials: O=C([O-])[O-], CC(C)(C)OC(=O)N1CCC(=O)CC1, CCOP(=O)(CC#N)OCC, C1CCOC1, [K+], [K+]. Reactants: ClC1=C(C=CC=C1)N1N=C(C=C1C=1SC(=CC1)C1=CC(=CC=C1)S(=O)(=O)C)CC#N ([1-(2-chlorophenyl)-5-{5-[3-(methylsulfonyl)phenyl]-2-thienyl}-1H-pyrazol-3-yl]acetonitrile), [N-]=[N+]=[N-].[Na+] (NaN3), [NH4+].[Cl-] (NH4Cl), CN(C)C=O (DMF). The solvent is O (water). Reaction conditions: temperature 120 celsius, time 24 hour. Product: ClC1=C(C=CC=C1)N1N=C(C=C1C=1SC(=CC1)C1=CC(=CC=C1)S(=O)(=O)C)CC1=NN=NN1 (5-{[1-(2-chlorophenyl)-5-{5-[3-(methylsulfonyl)phenyl]-2-thienyl}-1H-pyrazol-3-yl]methyl}-1H-tetrazole). Yield: 77.8%. RXN SMILES: [Cl:1][C:2]1[CH:7]=[CH:6][CH:5]=[CH:4][C:3]=1[N:8]1[C:12]([C:13]2[S:14][C:15]([C:18]3[CH:23]=[CH:22][CH:21]=[C:20]([S:24]([CH3:27])(=[O:26])=[O:25])[CH:19]=3)=[CH:16][CH:17]=2)=[CH:11][C:10]([CH2:28][C:29]#[N:30])=[N:9]1.[N-:31]=[N+:32]=[N-:33].[Na+].[NH4+].[Cl-].CN(C=O)C>O>[Cl:1][C:2]1[CH:7]=[CH:6][CH:5]=[CH:4][C:3]=1[N:8]1[C:12]([C:13]2[S:14][C:15]([C:18]3[CH:23]=[CH:22][CH:21]=[C:20]([S:24]([CH3:27])(=[O:25])=[O:26])[CH:19]=3)=[CH:16][CH:17]=2)=[CH:11][C:10]([CH2:28][C:29]2[NH:33][N:32]=[N:31][N:30]=2)=[N:9]1 |f:1.2,3.4|. Reported procedure: A mixture of [1-(2-chlorophenyl)-5-{5-[3-(methylsulfonyl)phenyl]-2-thienyl}-1H-pyrazol-3-yl]acetonitrile (136 mg, 0.3 mmol), NaN3 (59 mg, 0.9 mmol), NH4Cl (49 mg, 0.9 mmol), and anhydrous DMF (5 mL) was stirred in a sealed vial at 120° C. for 24 h. The mixture was poured into water, and extracted with DCM. The combined extracts were washed with water and brine, dried over Na2SO4, and evaporated in vacuo. The crude product was purified by flash chromatography (0-80% 20% MeOH/DCM) to give the titl... Starting materials: ClC1=C(C=C(C=C1)OC1=CC=C(C=C1)CSC=1NC=C(C(N1)=O)C(=O)OCC)C(F)(F)F (ethyl 2-{[(4-{[4-chloro-3-(trifluoromethyl)phenyl]oxy}phenyl)methyl]thio}-4-oxo-1,4-dihydro-5-pyrimidinecarboxylate), B.CSC (borane methyl sulfide). The solvent is C1CCOC1 (THF). Reaction conditions: temperature 0 celsius, time 0.5 hour. Yields the product ClC1=C(C=C(C=C1)OC1=CC=C(C=C1)CSC=1NC=C(C(N1)=O)CO)C(F)(F)F (2-{[(4-{[4-chloro-3-(trifluoromethyl)phenyl]oxy}phenyl)methyl]thio}-5-(hydroxymethyl)-4(1H)-pyrimidinone). The yield is 42.7%. Reaction SMILES: [Cl:1][C:2]1[CH:7]=[CH:6][C:5]([O:8][C:9]2[CH:14]=[CH:13][C:12]([CH2:15][S:16][C:17]3[NH:18][CH:19]=[C:20]([C:24](OCC)=[O:25])[C:21](=[O:23])[N:22]=3)=[CH:11][CH:10]=2)=[CH:4][C:3]=1[C:29]([F:32])([F:31])[F:30].B.CSC>C1COCC1>[Cl:1][C:2]1[CH:7]=[CH:6][C:5]([O:8][C:9]2[CH:10]=[CH:11][C:12]([CH2:15][S:16][C:17]3[NH:18][CH:19]=[C:20]([CH2:24][OH:25])[C:21](=[O:23])[N:22]=3)=[CH:13][CH:14]=2)=[CH:4][C:3]=1[C:29]([F:30])([F:32])[F:31] |f:1.2|. Reported procedure: To a solution of ethyl 2-{[(4-{[4-chloro-3-(trifluoromethyl)phenyl]oxy}phenyl)methyl]thio}-4-oxo-1,4-dihydro-5-pyrimidinecarboxylate (2.36 g, 4.87 mmol) in dry THF (20 mL) was added borane-methyl sulfide complex (2.0M in toluene) (7.30 mL, 14.60 mmol) dropwise under argon at 0° C. The mixture was stirred at 0° C. for 0.5 h, and warmed to room temperature for 1 h, then quenched with acetone. Purification via reverse phase flash chromatography then afforded the title compound (921 mg, 2.080 mmol, ... Reactants: CCCCO, Cc1ccc2c(c1)C(O)=C(C(=O)Nc1ncc(C)s1)N(C)S2(=O)=O, Cc1ccc2c(c1)S(=O)(=O)NC2=O, COC(=O)CCl, [Na+], [OH-]. Product: COC(=O)C1=C(O)c2ccc(C)cc2S(=O)(=O)N1. Reaction SMILES: [CH2:46]([OH:47])[CH2:48][CH2:49][CH3:50].[CH3:14][N:15]1[C:16]([C:17]([NH:18][c:19]2[s:20][c:21]([CH3:22])[cH:23][n:24]2)=[O:25])=[C:26]([OH:27])[c:28]2[cH:29][c:30]([CH3:31])[cH:32][cH:33][c:34]2[S:35]1(=[O:36])=[O:37].[CH3:1][c:2]1[cH:3][c:4]2[c:5]([cH:12][cH:13]1)[C:6](=[O:11])[NH:7][S:8]2(=[O:9])=[O:10].[Cl:40][CH2:41][C:42](=[O:43])[O:44][CH3:45].[Na+:39].[OH-:38]>>[CH3:1][c:2]1[cH:3][c:4]2[c:5]([cH:12][cH:13]1)[C:6]([OH:11])=[C:41]([C:42](=[O:43])[O:44][CH3:45])[NH:7][S:8]2(=[O:9])=[O:10]. The reactants are ClC1(N(NC(C1)(C(=O)[O-])O)C1=NC=CC=C1)C(F)(F)F (3-chloro-2-pyridinyl-4,5-dihydro-5-hydroxy-3-(trifluoromethyl)-1H-pyrazole-5-carboxylate), ClC=1C(=NC=CC1)N1N=C(CC1(C(=O)OCC)O)C(F)(F)F (ethyl 1-(3-chloro-2-pyridinyl)-4,5-dihydro-5-hydroxy-3-(trifluormethyl)-1H-pyrazole-5-carboxylate). The reagents and catalysts are S(O)(O)(=O)=O (Sulfuric acid). Run in C(C)(=O)O (acetic acid), C(C)(=O)O (acetic acid). Reaction conditions: temperature 65 celsius. The product is ClC=1C(=NC=CC1)N1N=C(C=C1C(=O)OCC)C(F)(F)F (ethyl 1-(3-chloro-2-pyridinyl)-3-(trifluoromethyl)-1H-pyrazole-5-carboxylate). Yield: 77.0%. RXN SMILES: ClC1(C(F)(F)F)CC(O)(C([O-])=O)NN1C1C=CC=CN=1.[Cl:21][C:22]1[C:23]([N:28]2[C:32](O)([C:33]([O:35][CH2:36][CH3:37])=[O:34])[CH2:31][C:30]([C:39]([F:42])([F:41])[F:40])=[N:29]2)=[N:24][CH:25]=[CH:26][CH:27]=1>S(=O)(=O)(O)O.C(O)(=O)C>[Cl:21][C:22]1[C:23]([N:28]2[C:32]([C:33]([O:35][CH2:36][CH3:37])=[O:34])=[CH:31][C:30]([C:39]([F:42])([F:40])[F:41])=[N:29]2)=[N:24][CH:25]=[CH:26][CH:27]=1. Procedure details: Sulfuric acid (concentrated, 2 drops) was added to ethyl 1-(3-chloro-2-pyridinyl-4,5-dihydro-5-hydroxy-3-(trifluoromethyl)-1H-pyrazole-5-carboxylate (i.e. the product of Step C) (1 g, 2.96 mmol) in acetic acid (10 mL) and the mixture was warmed to 65° C. for about 1 hour. The mixture was allowed to cool to 25° C. and most of the acetic acid was removed under reduced pressure. The mixture was partitioned between saturated aqueous sodium carbonate solution (100 mL) and ethyl acetate (100 mL). The ... Starting materials: ClC=1N=CC(=C2C=CC(=NC12)C)I (8-chloro-5-iodo-2-methyl-[1,7]naphthyridine), N1=CC(=CC=C1)B(O)O (3-pyridineboronic acid), ClC1=NC=CC(=C1)N (2-chloro-4-aminopyridine). The product is ClC1=NC=CC(=C1)NC=1N=CC(=C2C=CC(=NC12)C)C=1C=NC=CC1 ((2-Chloro-pyridin-4-yl)-(2-methyl-5-pyridin-3-yl-[1,7]naphthyridin-8-yl)-amine). As a reaction SMILES: Cl[C:2]1[N:3]=[CH:4][C:5](I)=[C:6]2[C:11]=1[N:10]=[C:9]([CH3:12])[CH:8]=[CH:7]2.[N:14]1[CH:19]=[CH:18][CH:17]=[C:16](B(O)O)[CH:15]=1.[Cl:23][C:24]1[CH:29]=[C:28]([NH2:30])[CH:27]=[CH:26][N:25]=1>>[Cl:23][C:24]1[CH:29]=[C:28]([NH:30][C:2]2[N:3]=[CH:4][C:5]([C:16]3[CH:15]=[N:14][CH:19]=[CH:18][CH:17]=3)=[C:6]3[C:11]=2[N:10]=[C:9]([CH3:12])[CH:8]=[CH:7]3)[CH:27]=[CH:26][N:25]=1. Procedure: The title compound, MS: m/e=348.2/350.2 (M+H+), was prepared in accordance with the general method of example 15 step 1 and step 3 from 8-chloro-5-iodo-2-methyl-[1,7]naphthyridine (Example I), 3-pyridineboronic acid and 2-chloro-4-aminopyridine. The reactants are C[Si](C)(C)C=[N+]=[N-], CC(=O)O, CO, O=C(O)c1cc(I)c(Cl)cc1Cl, ClCCl. The product is COC(=O)c1cc(I)c(Cl)cc1Cl. RXN SMILES: [CH3:13][Si:14]([CH:15]=[N+:16]=[N-:17])([CH3:18])[CH3:19].[CH3:20][C:21](=[O:22])[OH:23].[CH3:27][OH:28].[Cl:1][c:2]1[c:3]([C:4](=[O:5])[OH:6])[cH:7][c:8]([I:12])[c:9]([Cl:11])[cH:10]1.[Cl:24][CH2:25][Cl:26]>>[Cl:1][c:2]1[c:3]([C:4]([O:5][CH3:13])=[O:6])[cH:7][c:8]([I:12])[c:9]([Cl:11])[cH:10]1. The reactants are FC1=CC(=C(C=C1[N+](=O)[O-])CC(=O)OCC)C#C[Si](C)(C)C (ethyl 2-(4-fluoro-5-nitro-2-(2-(trimethylsilyl)ethynyl)phenyl)acetate), [NH4+].[Cl-] (NH4Cl). The reagents and catalysts are [Zn] (Zn). The solvent is CO.C1CCOC1 (MeOH THF). Reaction conditions: time 1.5 hour. Yields the product NC=1C(=CC(=C(C1)CC(=O)OCC)C#C[Si](C)(C)C)F (ethyl 2-(5-amino-4-fluoro-2-(2-(trimethylsilyl)ethynyl)phenyl)acetate). The yield is 90.2%. Reaction SMILES: [F:1][C:2]1[C:7]([N+:8]([O-])=O)=[CH:6][C:5]([CH2:11][C:12]([O:14][CH2:15][CH3:16])=[O:13])=[C:4]([C:17]#[C:18][Si:19]([CH3:22])([CH3:21])[CH3:20])[CH:3]=1.[NH4+].[Cl-]>CO.C1COCC1.[Zn]>[NH2:8][C:7]1[C:2]([F:1])=[CH:3][C:4]([C:17]#[C:18][Si:19]([CH3:20])([CH3:21])[CH3:22])=[C:5]([CH2:11][C:12]([O:14][CH2:15][CH3:16])=[O:13])[CH:6]=1 |f:1.2,3.4|. Procedure details: To a stirring suspension of ethyl 2-(4-fluoro-5-nitro-2-(2-(trimethylsilyl)ethynyl)phenyl)acetate (0.66 g, 2.04 mmol) in MeOH/THF (1:1, 20 mL) was added NH4Cl (1.09 g, 20.4 mmol), followed by Zn dust (1.33 g, 20.4 mmol). After stirring 1.5 h, the mixture was filtered through C elite, and rinsed forward with MeOH. The combined filtrates were concentrated, diluted with brine and extracted with THF (2×). The combined organic layers were washed with brine (1×), dried (MgSO4), filtered and concentrat... The reactants are CC1=NC(=NC(=C1)C)OC(C(=O)O)C(C1=CC=CC=C1)(C1=CC=CC=C1)OCCNC(=O)OCC1=CC=CC=C1 (2-(4,6-dimethylpyrimidin-2-yloxy)-3-(2-benzyloxycarbonylaminoethoxy)-3,3-diphenylpropionic acid), [H][H] (hydrogen). Reagents/catalysts: [Pd] (palladium on activated carbon). Run in CO (methanol), CO (methanol). Yields the product CC1=NC(=NC(=C1)C)OC(C(=O)O)C(C1=CC=CC=C1)(C1=CC=CC=C1)OCCN (2-(4,6-Dimethylpyrimidin-2-yloxy)-3-(2-aminoethoxy)-3,3-diphenylpropionic acid). Reaction SMILES: [CH3:1][C:2]1[CH:7]=[C:6]([CH3:8])[N:5]=[C:4]([O:9][CH:10]([C:14]([O:27][CH2:28][CH2:29][NH:30]C(OCC2C=CC=CC=2)=O)([C:21]2[CH:26]=[CH:25][CH:24]=[CH:23][CH:22]=2)[C:15]2[CH:20]=[CH:19][CH:18]=[CH:17][CH:16]=2)[C:11]([OH:13])=[O:12])[N:3]=1.[H][H]>CO.[Pd]>[CH3:1][C:2]1[CH:7]=[C:6]([CH3:8])[N:5]=[C:4]([O:9][CH:10]([C:14]([O:27][CH2:28][CH2:29][NH2:30])([C:21]2[CH:22]=[CH:23][CH:24]=[CH:25][CH:26]=2)[C:15]2[CH:20]=[CH:19][CH:18]=[CH:17][CH:16]=2)[C:11]([OH:13])=[O:12])[N:3]=1. Procedure: A solution of 13.1 g (24.2 mmol) of 2-(4,6-dimethylpyrimidin-2-yloxy)-3-(2-benzyloxycarbonylaminoethoxy)-3,3-diphenylpropionic acid in 200 ml of methanol was hydrogenated with hydrogen overnight, under atmospheric pressure and at room temperature, using 800 mg of palladium on activated carbon (10%). The reaction mixture was diluted with methanol to dissolve precipitated product, filtered and concentrated. Yield: 9.6 g of a white solid.